Dataset: the Open Reaction Database (ORD), a public repository of structured organic reaction records. Task: describe an organic reaction: reactants, conditions, products, and yield Reactants: C(C1=CC=CC=C1)(=O)[C@@]1(C[C@H](O[Si](C)(C)C(C)(C)C)C(CO)(O1)CO)N1C(=O)NC(=O)C(C)=C1 (benzoyl-3'-O-t-butyldimethylsilyl-4'-hydroxymethyl thymidine), [F-].C(CCC)[N+](CCCC)(CCCC)CCCC (tetrabutylammonium fluoride). The solvent is C1CCOC1 (THF), C1CCOC1 (THF). Product: C(C1=CC=CC=C1)(=O)[C@@]1(C[C@H](O)C(CO)(O1)CO)N1C(=O)NC(=O)C(C)=C1 (benzoyl-4'-hydroxymethyl thymidine). The yield is 78.2%. As a reaction SMILES: [C:1]([C@@:9]1([N:26]2[CH:34]=[C:32]([CH3:33])[C:30](=[O:31])[NH:29][C:27]2=[O:28])[O:23][C:20]([CH2:24][OH:25])([CH2:21][OH:22])[C@@H:11]([O:12][Si](C(C)(C)C)(C)C)[CH2:10]1)(=[O:8])[C:2]1[CH:7]=[CH:6][CH:5]=[CH:4][CH:3]=1.[F-].C([N+](CCCC)(CCCC)CCCC)CCC>C1COCC1>[C:1]([C@@:9]1([N:26]2[CH:34]=[C:32]([CH3:33])[C:30](=[O:31])[NH:29][C:27]2=[O:28])[O:23][C:20]([CH2:24][OH:25])([CH2:21][OH:22])[C@@H:11]([OH:12])[CH2:10]1)(=[O:8])[C:2]1[CH:3]=[CH:4][CH:5]=[CH:6][CH:7]=1 |f:1.2|. Procedure: A solution of N3 -benzoyl-3'-O-t-butyldimethylsilyl-4'-hydroxymethyl thymidine (0.5 g, 1.02 mM) in THF (3 ml) was treated with tetrabutylammonium fluoride in THF (1 M, 1.5 ml, 1.5 mM) at 24° C. for 4 hours. The solvent was removed and the residue was chromatographed on silica gel with 7% CH3OH/CH2Cl2 to give N3 -benzoyl-4'-hydroxymethyl thymidine (0.3 g, 0.83 mM).